From a dataset of the Open Reaction Database (ORD), a public repository of structured organic reaction records. describe an organic reaction: reactants, conditions, products, and yield Starting materials: OC1=C(C(N(C2=NC=CC=C12)C1=CC=CC=C1)=O)C(CC1=C(C=CC(=C1)OC)OC)=O (4-hydroxy-3-[1-oxo-2-(2,5-dimethoxyphenyl)ethyl]-1-phenyl-1,8-naphthyridin-2 (1H)-one), O.NN (hydrazine monohydrate). Solvent: CN(C)C=O (DMF). The product is COC1=C(CC2=NNC3=C2C(N(C=2N=CC=CC32)C3=CC=CC=C3)=O)C=C(C=C1)OC (3-(2,5-dimethoxybenzyl)-5-phenyl-1H-pyrazolo[4,3-c][1,8]naphthyridin-4 (5H)-one). Isolated yield 81.8%. Reaction SMILES: O[C:2]1[C:11]2[C:6](=[N:7][CH:8]=[CH:9][CH:10]=2)[N:5]([C:12]2[CH:17]=[CH:16][CH:15]=[CH:14][CH:13]=2)[C:4](=[O:18])[C:3]=1[C:19](=O)[CH2:20][C:21]1[CH:26]=[C:25]([O:27][CH3:28])[CH:24]=[CH:23][C:22]=1[O:29][CH3:30].O.[NH2:33][NH2:34]>CN(C=O)C>[CH3:30][O:29][C:22]1[CH:23]=[CH:24][C:25]([O:27][CH3:28])=[CH:26][C:21]=1[CH2:20][C:19]1[C:3]2[C:4](=[O:18])[N:5]([C:12]3[CH:13]=[CH:14][CH:15]=[CH:16][CH:17]=3)[C:6]3[N:7]=[CH:8][CH:9]=[CH:10][C:11]=3[C:2]=2[NH:34][N:33]=1 |f:1.2|. Reported procedure: To a suspension of 4-hydroxy-3-[1-oxo-2-(2,5-dimethoxyphenyl)ethyl]-1-phenyl-1,8-naphthyridin-2 (1H)-one (200 mg, 0.48 mmol, prepared in Synthetic Example 21) in DMF (5 ml) was added hydrazine monohydrate (80%, 100 μl, 2.50 mmol, 5.2 eq.), and the mixture was treated in the same manner as in Example 16 to give 3-(2,5-dimethoxybenzyl)-5-phenyl-1H-pyrazolo[4,3-c][1,8]naphthyridin-4 (5H)-one (162 mg, 82%).